Dataset: the Open Reaction Database (ORD), a public repository of structured organic reaction records. Task: describe an organic reaction: reactants, conditions, products, and yield Starting materials: CN(C)C=O, ClCc1ccoc1, [H-], [Na+], C1CCOC1, CCOC(=O)N1CCC(Nc2nc3ccccc3[nH]2)CC1. Product: CCOC(=O)N1CCC(Nc2nc3ccccc3n2Cc2ccoc2)CC1. RXN SMILES: [CH3:36][N:37]([CH3:38])[CH:39]=[O:40].[Cl:24][CH2:25][c:26]1[cH:27][o:28][cH:29][cH:30]1.[H-:22].[Na+:23].[O:31]1[CH2:32][CH2:33][CH2:34][CH2:35]1.[nH:1]1[c:2]([NH:10][CH:11]2[CH2:12][CH2:13][N:14]([C:17](=[O:18])[O:19][CH2:20][CH3:21])[CH2:15][CH2:16]2)[n:3][c:4]2[c:5]1[cH:6][cH:7][cH:8][cH:9]2>>[n:1]1([CH2:25][c:26]2[cH:27][o:28][cH:29][cH:30]2)[c:2]([NH:10][CH:11]2[CH2:12][CH2:13][N:14]([C:17](=[O:18])[O:19][CH2:20][CH3:21])[CH2:15][CH2:16]2)[n:3][c:4]2[c:5]1[cH:6][cH:7][cH:8][cH:9]2. The reactants are CC=1OC2=C(C(C1C(=O)OC)=O)C=CC=C2 (methyl 2-methyl-4-oxo-4H-1-benzopyran-3-carboxylate), white acid, Cl (hydrochloric acid), Ice. The product is CC=1OC2=C(C(C1C(=O)O)=O)C=CC=C2 (2-Methyl-4-oxo-4H-1-benzopyran-3-carboxylic acid). RXN SMILES: [CH3:1][C:2]1[O:3][C:4]2[CH:16]=[CH:15][CH:14]=[CH:13][C:5]=2[C:6](=[O:12])[C:7]=1[C:8]([O:10]C)=[O:9].Cl>>[CH3:1][C:2]1[O:3][C:4]2[CH:16]=[CH:15][CH:14]=[CH:13][C:5]=2[C:6](=[O:12])[C:7]=1[C:8]([OH:10])=[O:9]. Reported procedure: A solution of 10.0 g. (0.0458 mole) of methyl 2-methyl-4-oxo-4H-1-benzopyran-3-carboxylate in 100 ml. of conc. hydrochloric acid was maintained at 80°-90° for 20 minutes. Ice (400 g.) was added and the separated tacky solid was filtered and washed well with water. The crude product was dissolved in 300 ml. of 5% sodium bicarbonate and the insoluble portion was extracted away with 300 ml. of ether. The aqueous phase was acidified with conc. hydrochloric acid to give 6.4 g. (68.3%) of white acid; ... Starting materials: CC(=O)N(C)C1CNCC1C, C1CCC2=NCCCN2CC1, CC#N, O=C(O)c1cn(C2CC2)c2c(F)c(F)c(F)cc2c1=O. The product is CC(=O)N(C)C1CN(c2c(F)cc3c(=O)c(C(=O)O)cn(C4CC4)c3c2F)CC1C. Reaction SMILES: [C:21]([CH3:22])(=[O:23])[N:24]([CH3:25])[CH:26]1[CH2:27][NH:28][CH2:29][CH:30]1[CH3:31].[CH2:32]1[CH2:33][CH2:34][C:35]2=[N:40][CH2:39][CH2:38][CH2:37][N:36]2[CH2:41][CH2:42]1.[CH3:43][C:44]#[N:45].[CH:1]1([n:4]2[cH:5][c:6]([C:18](=[O:19])[OH:20])[c:7](=[O:17])[c:8]3[cH:9][c:10]([F:16])[c:11]([F:15])[c:12]([F:14])[c:13]23)[CH2:2][CH2:3]1>>[CH:1]1([n:4]2[cH:5][c:6]([C:18](=[O:19])[OH:20])[c:7](=[O:17])[c:8]3[cH:9][c:10]([F:16])[c:11]([N:28]4[CH2:27][CH:26]([N:24]([C:21]([CH3:22])=[O:23])[CH3:25])[CH:30]([CH3:31])[CH2:29]4)[c:12]([F:14])[c:13]23)[CH2:2][CH2:3]1.